Dataset: the Open Reaction Database (ORD), a public repository of structured organic reaction records. Task: describe an organic reaction: reactants, conditions, products, and yield Reactants: [OH-].[Na+] (NaOH), Cl (HCl), C1(=CC=CC=C1)P(C1=CC=CC=C1)C1=CC=CC=C1 (Triphenylphosphine), N(=[N+]=[N-])CC=1C(=NC=CC1)Cl (3-azidomethyl-2-chloro-pyridine). Run in CCOCC (ether), CCOCC (ether), C1CCOC1 (THF), [NH4+].[OH-] (NH4OH). Reaction conditions: time 18 hour. Yields the product NCC=1C(=NC=CC1)Cl (3-aminomethyl-2-chloropyridine). Isolated yield 72.6%. Reaction SMILES: C1(P(C2C=CC=CC=2)C2C=CC=CC=2)C=CC=CC=1.[N:20]([CH2:23][C:24]1[C:25]([Cl:30])=[N:26][CH:27]=[CH:28][CH:29]=1)=[N+]=[N-].[OH-].[Na+].Cl>C1COCC1.[NH4+].[OH-].CCOCC>[NH2:20][CH2:23][C:24]1[C:25]([Cl:30])=[N:26][CH:27]=[CH:28][CH:29]=1 |f:2.3,6.7|. Procedure details: Triphenylphosphine (2.5 g, 9.5 mmol) was added to a solution of the above 3-azidomethyl-2-chloro-pyridine (1.4 g, 8.5 mmol) in anhydrous THF (30 mL) at 0° C. The reaction mixture was warmed to room temperature and stirred for 18 h. The reaction mixture was diluted with NH4OH (3 mL) and stirred for another 3 h. The mixture was then treated with 3M NaOH and stirred for 1 h. The mixture was acidified to pH 2 by adding 4M HCl solution. The mixture was diluted with ether and the layers were separated...